From a dataset of the Open Reaction Database (ORD), a public repository of structured organic reaction records. describe an organic reaction: reactants, conditions, products, and yield RXN SMILES: [CH2:26]1[O:27][CH2:28][CH2:29][CH2:30]1.[CH3:17][C:18]([CH3:19])([O-:20])[CH3:21].[CH3:1][N:2]([CH3:3])[CH2:4][CH:5]1[CH:6]([c:8]2[cH:9][c:10]3[cH:11][cH:12][nH:13][c:14]3[cH:15][cH:16]2)[CH2:7]1.[K+:22].[N:23]#[C:24][Br:25]>>[CH3:1][N:2]([CH3:3])[CH2:4][CH:5]1[CH:6]([c:8]2[cH:9][c:10]3[c:11]([Br:25])[cH:12][nH:13][c:14]3[cH:15][cH:16]2)[CH2:7]1. Reactants: C1CCOC1, CC(C)(C)[O-], CN(C)CC1CC1c1ccc2[nH]ccc2c1, [K+], N#CBr. Yields the product CN(C)CC1CC1c1ccc2[nH]cc(Br)c2c1. Reactants: C1(=CC=C(C=C1)S(=O)(=O)Cl)C (p-Toluenesulfonyl chloride), N[C@H](CO)C ((S)-2-Aminopropan-1-ol). Solvent: N1=CC=CC=C1 (pyridine), N1=CC=CC=C1 (pyridine). Conditions: time 20 hour. Product: CC1=CC=C(C=C1)S(=O)(=O)OC[C@H](C)NS(=O)(=O)C1=CC=C(C=C1)C ((S)-2-(4-Methylbenzenesulfonamido)propyl 4-methyl-benzenesulfonate). RXN SMILES: [C:1]1([CH3:11])[CH:6]=[CH:5][C:4]([S:7](Cl)(=[O:9])=[O:8])=[CH:3][CH:2]=1.[NH2:12][C@@H:13]([CH3:16])[CH2:14][OH:15]>N1C=CC=CC=1>[CH3:11][C:1]1[CH:6]=[CH:5][C:4]([S:7]([O:15][CH2:14][C@@H:13]([NH:12][S:7]([C:4]2[CH:5]=[CH:6][C:1]([CH3:11])=[CH:2][CH:3]=2)(=[O:9])=[O:8])[CH3:16])(=[O:9])=[O:8])=[CH:3][CH:2]=1. Procedure: p-Toluenesulfonyl chloride (25.38 g, 133.1 mmol) was dissolved in 70 mL dry pyridine and cooled to 0° C. (S)-2-Aminopropan-1-ol (43, 5.0 g, 66 mmol) in 20 mL dry pyridine was added dropwise via an addition funnel and the resulting mixture was stirred for 20 h at RT. The reaction mixture was concentrated and the residue was partitioned between EtOAc and H2O. The organic layer was washed with 1N HCl (4×50 mL), H2O, 5% NaHCO3, brine, dried over MgSO4 and concentrated. The residue was purified by Si...